Dataset: the Open Reaction Database (ORD), a public repository of structured organic reaction records. Task: describe an organic reaction: reactants, conditions, products, and yield The reactants are [Si](C)(C)(C(C)(C)C)O[C@H]1C[C@@H](CC2=CC=C3[C@@H]4CC=C([C@H](C)O)[C@]4(CC[C@@H]3[C@@]12C)C)O[Si](C)(C)C(C)(C)C (1α,3β-bis(tert-butyldimethylsilyloxy)-20(S)-hydroxypregna-5,7,16-triene), [H-].[Na+] (sodium hydride), 15-crown-5(10 μl), BrC\C=C\C(CC)(O[Si](CC)(CC)CC)CC ((E)-1-bromo-4-ethyl-4-triethylsilyloxy-2-hexene). Run in O1CCCC1 (tetrahydrofuran). Product: [Si](C)(C)(C(C)(C)C)O[C@H]1C[C@@H](CC2=CC=C3[C@@H]4CC=C([C@H](C)OC\C=C\C(CC)(O[Si](CC)(CC)CC)CC)[C@]4(CC[C@@H]3[C@@]12C)C)O[Si](C)(C)C(C)(C)C (1α,3β-bis(tert-Butyldimethylsilyloxy)-20(S)-{(E)-(4-ethyl-4-triethylsilyloxy-2-hexenyloxy)}pregna-5,7,16-triene). Isolated yield 100.5%. As a reaction SMILES: [Si:1]([O:8][C@@H:9]1[C@@:28]2([CH3:29])[C:13](=[CH:14][CH:15]=[C:16]3[C@@H:27]2[CH2:26][CH2:25][C@@:24]2([CH3:30])[C@H:17]3[CH2:18][CH:19]=[C:20]2[C@@H:21]([OH:23])[CH3:22])[CH2:12][C@@H:11]([O:31][Si:32]([C:35]([CH3:38])([CH3:37])[CH3:36])([CH3:34])[CH3:33])[CH2:10]1)([C:4]([CH3:7])([CH3:6])[CH3:5])([CH3:3])[CH3:2].[H-].[Na+].Br[CH2:42]/[CH:43]=[CH:44]/[C:45]([CH2:56][CH3:57])([O:48][Si:49]([CH2:54][CH3:55])([CH2:52][CH3:53])[CH2:50][CH3:51])[CH2:46][CH3:47]>O1CCCC1>[Si:1]([O:8][C@@H:9]1[C@@:28]2([CH3:29])[C:13](=[CH:14][CH:15]=[C:16]3[C@@H:27]2[CH2:26][CH2:25][C@@:24]2([CH3:30])[C@H:17]3[CH2:18][CH:19]=[C:20]2[C@@H:21]([O:23][CH2:42]/[CH:43]=[CH:44]/[C:45]([CH2:56][CH3:57])([O:48][Si:49]([CH2:54][CH3:55])([CH2:50][CH3:51])[CH2:52][CH3:53])[CH2:46][CH3:47])[CH3:22])[CH2:12][C@@H:11]([O:31][Si:32]([C:35]([CH3:37])([CH3:36])[CH3:38])([CH3:33])[CH3:34])[CH2:10]1)([C:4]([CH3:7])([CH3:6])[CH3:5])([CH3:3])[CH3:2] |f:1.2|. Procedure details: Under the same conditions as in Example 83, 1α,3β-bis(tert-butyldimethylsilyloxy)-20(S)-hydroxypregna-5,7,16-triene (60.0 mg, 0.107 mmol), sodium hydride (60%, 17.1 mg, 0.428 mmol), 15-crown-5(10 μl) and (E)-1-bromo-4-ethyl-4-triethylsilyloxy-2-hexene (134 mg, 0.420 mmol) were reacted in tetrahydrofuran (1 ml) and worked up, and then the residue was purified by preparative thin layer chromatography (0.5 mm×2, hexane:ethyl acetate=40:1, developed once) to give the title compound as a colorless oi...